Dataset: the Open Reaction Database (ORD), a public repository of structured organic reaction records. Task: describe an organic reaction: reactants, conditions, products, and yield The reactants are OB1OCC2=C1C=C(C=C2)NS(=O)(=O)C2=CC(=C(C=C2)[N+](=O)[O-])C(F)(F)F (N-(1-hydroxy-1,3-dihydro-benzo[c][1,2]oxaborol-6-yl)-4-nitro-3-trifluoromethyl-benzenesulfonamide). The reagents and catalysts are [Pd] (Pd/C). Run in CCO (EtOH). The product is NC1=C(C=C(C=C1)S(=O)(=O)NC=1C=CC2=C(B(OC2)O)C1)C(F)(F)F (4-Amino-N-(1-hydroxy-1,3-dihydro-benzo[c][1,2]oxaborol-6-yl)-3-trifluoromethyl-benzenesulfonamide). As a reaction SMILES: [OH:1][B:2]1[C:6]2[CH:7]=[C:8]([NH:11][S:12]([C:15]3[CH:20]=[CH:19][C:18]([N+:21]([O-])=O)=[C:17]([C:24]([F:27])([F:26])[F:25])[CH:16]=3)(=[O:14])=[O:13])[CH:9]=[CH:10][C:5]=2[CH2:4][O:3]1>[Pd].CCO>[NH2:21][C:18]1[CH:19]=[CH:20][C:15]([S:12]([NH:11][C:8]2[CH:9]=[CH:10][C:5]3[CH2:4][O:3][B:2]([OH:1])[C:6]=3[CH:7]=2)(=[O:13])=[O:14])=[CH:16][C:17]=1[C:24]([F:25])([F:27])[F:26]. Reported procedure: A suspension of N-(1-hydroxy-1,3-dihydro-benzo[c][1,2]oxaborol-6-yl)-4-nitro-3-trifluoromethyl-benzenesulfonamide (212 mg, 0.53 mmol), 10% Pd/C (50 mg), and abs. EtOH (100 mL) was shaken in a Parr apparatus at rt under an atmosphere of H2 (50 psi) for 2 h. The mixture was filtered through Celite (washing with EtOH) and then a 0.2 μM filter. The filtrate was concentrated in vacuo at 40° C. and the residue was recrystallized (MeCN/H2O) to give the title compound as a white solid; yield 122 mg (62%... Starting materials: [N+](=O)([O-])C=1C=C(C=CC1)C1=NN2C(C3=CC=CC=C3CC2)=N1 (2-(m-Nitrophenyl)-5,6-dihydro-s-triazolo[5,1-a]isoquinoline). The reagents and catalysts are [Pd] (Pd on charcoal). Product: NC=1C=C(C=CC1)C1=NN2C(C3=CC=CC=C3CC2)=N1 (2-(m-Aminophenyl)-5,6-dihydro-s-triazolo[5,1-a]isoquinoline). As a reaction SMILES: [N+:1]([C:4]1[CH:5]=[C:6]([C:10]2[N:22]=[C:13]3[C:14]4[C:19]([CH2:20][CH2:21][N:12]3[N:11]=2)=[CH:18][CH:17]=[CH:16][CH:15]=4)[CH:7]=[CH:8][CH:9]=1)([O-])=O>[Pd]>[NH2:1][C:4]1[CH:5]=[C:6]([C:10]2[N:22]=[C:13]3[C:14]4[C:19]([CH2:20][CH2:21][N:12]3[N:11]=2)=[CH:18][CH:17]=[CH:16][CH:15]=4)[CH:7]=[CH:8][CH:9]=1. Procedure details: 2-(m-Nitrophenyl)-5,6-dihydro-s-triazolo[5,1-a]isoquinoline (11.7 g.) is hydrogenated at atmospheric pressure and at room temperature in the presence of 3 g. of 10% Pd on charcoal. The product obtained is purified by crystallization from a 50:50 mixture of ethyl acetate and isopropyl ether. Yield 8.5 g. of the title product which melts at 118°-9° C. Reactants: COC(=O)N[C@H](C(=O)N1[C@@H](CCC1)C(=O)OCC1=CC=CC=C1)C(C)C ((S)-Benzyl 1-((S)-2-(methoxycarbonylamino)-3-methylbutanoyl)pyrrolidine-2-carboxylate), Pd alumina, C1CCOC1 (THF). Yields the product COC(=O)N[C@H](C(=O)N1[C@@H](CCC1)C(=O)O)C(C)C ((S)-1-((S)-2-(methoxycarbonylamino)-3-methylbutanoyl)pyrrolidine-2-carboxylic acid). Reaction SMILES: [CH3:1][O:2][C:3]([NH:5][C@@H:6]([CH:24]([CH3:26])[CH3:25])[C:7]([N:9]1[CH2:13][CH2:12][CH2:11][C@H:10]1[C:14]([O:16]CC1C=CC=CC=1)=[O:15])=[O:8])=[O:4].C1COCC1>CCCCCCC>[CH3:1][O:2][C:3]([NH:5][C@@H:6]([CH:24]([CH3:26])[CH3:25])[C:7]([N:9]1[CH2:13][CH2:12][CH2:11][C@H:10]1[C:14]([OH:16])=[O:15])=[O:8])=[O:4]. Procedure: (S)-Benzyl 1-((S)-2-(methoxycarbonylamino)-3-methylbutanoyl)pyrrolidine-2-carboxylate (40 g) and 5% Pd/alumina were charged to a Parr® reactor followed by THF (160 mL). The reactor was sealed and purged with nitrogen (6×20 psig) followed by a hydrogen purge (6×30 psig). The reactor was pressurized to 30 psig with hydrogen and agitated at room temperature for approximately 15 hours. The resulting slurry was filtered through a GF/F filter and concentrated to approximately 135 g solution. Heptane (... Run at time 15 hour. Run in CCCCCCC (heptane). Reactants: C(C#C)SC1=C(C=O)C=CC=C1 (2-(2-propynylthio) benzaldehyde), BrC(=C)C (2-bromopropene), C(C)(C)(C)[Li] (t-butyllithium), solution. Solvent: C1CCOC1 (THF), CCCCC (pentane), C1CCOC1 (THF). Reaction conditions: time 2 hour. The product is CC(C(O)C1=C(C=CC=C1)SCC#C)=C (2-methyl-1-[2-(2-propynylthio)phenyl]prop-2-en-1-ol). As a reaction SMILES: Br[C:2]([CH3:4])=[CH2:3].C([Li])(C)(C)C.[CH2:10]([S:13][C:14]1[CH:21]=[CH:20][CH:19]=[CH:18][C:15]=1[CH:16]=[O:17])[C:11]#[CH:12]>C1COCC1.CCCCC>[CH3:4][C:2](=[CH2:3])[CH:16]([C:15]1[CH:18]=[CH:19][CH:20]=[CH:21][C:14]=1[S:13][CH2:10][C:11]#[CH:12])[OH:17]. Procedure: To 2-bromopropene (4.53 g, 37.4 mmol) in 85 ml of dry THF at -78° C. was added t-butyllithium (44 ml of a 1.7M solution in pentane) dropwise. After 2 hours, 2-(2-propynylthio) benzaldehyde (3.0 g, 17.0 mmol) prepared according to the procedures described in Example 1, Steps A, B, and C in 30 ml of dry THF was added dropwise. The reaction mixture was allowed to warm up to room temperature (RT). The reaction mixture was quenched with 100 ml of a saturated NH4Cl solution, extracted twice with dieth... Starting materials: O=C1c2ccccc2C(=O)N1CCBr, CC#N, Fc1ccc2c(C3CCNCC3)nsc2c1. Yields the product O=C1c2ccccc2C(=O)N1CCN1CCC(c2nsc3cc(F)ccc23)CC1. RXN SMILES: [Br:17][CH2:18][CH2:19][N:20]1[C:21](=[O:30])[c:22]2[c:23]([cH:26][cH:27][cH:28][cH:29]2)[C:24]1=[O:25].[CH3:31][C:32]#[N:33].[F:1][c:2]1[cH:3][c:4]2[c:5]([c:6]([CH:9]3[CH2:10][CH2:11][NH:12][CH2:13][CH2:14]3)[n:7][s:8]2)[cH:15][cH:16]1>>[F:1][c:2]1[cH:3][c:4]2[c:5]([c:6]([CH:9]3[CH2:10][CH2:11][N:12]([CH2:18][CH2:19][N:20]4[C:21](=[O:30])[c:22]5[c:23]([cH:26][cH:27][cH:28][cH:29]5)[C:24]4=[O:25])[CH2:13][CH2:14]3)[n:7][s:8]2)[cH:15][cH:16]1.